From a dataset of the Open Reaction Database (ORD), a public repository of structured organic reaction records. describe an organic reaction: reactants, conditions, products, and yield The reactants are COC1=CC=C(C=C1)C1OC(=O)C2=CC(=CC=C12)N(C)C (3-(4-methoxyphenyl)-6-dimethylaminophthalide), CN(C1=CC=CC=C1)C (N,N-dimethylaniline). The reagents and catalysts are [Cl-].[Zn+2].[Cl-] (zinc chloride). Yields the product CN(C1=CC=C(C(C2=CC=C(C=C2)OC)C2=C(C(=O)O)C=C(C=C2)N(C)C)C=C1)C (2-(4-dimethylamino-4'-methoxybenzhydryl)-5-dimethylaminobenzoic acid). RXN SMILES: [CH3:1][O:2][C:3]1[CH:8]=[CH:7][C:6]([CH:9]2[C:18]3[C:13](=[CH:14][C:15]([N:19]([CH3:21])[CH3:20])=[CH:16][CH:17]=3)[C:11](=[O:12])[O:10]2)=[CH:5][CH:4]=1.[CH3:22][N:23]([CH3:30])[C:24]1[CH:29]=[CH:28][CH:27]=[CH:26][CH:25]=1>[Cl-].[Zn+2].[Cl-]>[CH3:22][N:23]([CH3:30])[C:24]1[CH:29]=[CH:28][C:27]([CH:9]([C:18]2[CH:17]=[CH:16][C:15]([N:19]([CH3:21])[CH3:20])=[CH:14][C:13]=2[C:11]([OH:10])=[O:12])[C:6]2[CH:7]=[CH:8][C:3]([O:2][CH3:1])=[CH:4][CH:5]=2)=[CH:26][CH:25]=1 |f:2.3.4|. Reported procedure: Following the procedure described in Example 26, part A, 9.9 g of 3-(4-methoxyphenyl)-6-dimethylaminophthalide, prepared as described in Example 12, part A above, and 89.0 ml of N,N-dimethylaniline were interacted in the presence of 9.5 g of anhydrous zinc chloride at room temperature to obtain 13.7 g of 2-(4-dimethylamino-4'-methoxybenzhydryl)-5-dimethylaminobenzoic acid as an off-white colored solid melting at 185°-190° C. Product: N1C=NC2=C1C=CC(=C2)N2C(NC(C2C2=C(C(=CC=C2F)Cl)F)=NC(C(C)(C)C)C)=O (1-(1H-Benzoimidazol-5-yl)-5-(3-chloro-2,6-difluoro-phenyl)-4-(1,2,2-trimethyl-propylimino)-imidazolidin-2-one). RXN SMILES: [NH:1]1[C:5]2[CH:6]=[CH:7][C:8]([NH2:10])=[CH:9][C:4]=2[N:3]=[CH:2]1.[Cl:11][C:12]1[C:13]([F:21])=[C:14]([C:17]([F:20])=[CH:18][CH:19]=1)[CH:15]=O.[O:22]([C:24]#[N:25])[K].Cl.N1C=CC=CC=1.[N+:33]([CH:35]([CH3:40])[C:36]([CH3:39])([CH3:38])[CH3:37])#[C-:34]>CO>[NH:1]1[C:5]2[CH:6]=[CH:7][C:8]([N:10]3[CH:15]([C:14]4[C:17]([F:20])=[CH:18][CH:19]=[C:12]([Cl:11])[C:13]=4[F:21])[C:34](=[N:33][CH:35]([CH3:40])[C:36]([CH3:39])([CH3:38])[CH3:37])[NH:25][C:24]3=[O:22])=[CH:9][C:4]=2[N:3]=[CH:2]1 |f:3.4|. Run at time 48 hour. Procedure details: 1H-Benzoimidazol-5-ylamine (1 mmol) and 3-Chloro-2,6-difluorobenzaldehyde (1 mmol) were combined in methanol (2 ml, dry). After 2 hours 2 ml of a solution of KOCN (KSCN) (2 mmol) and Pyridinehydrochloride (2 mmol) in MeOH is added was added. Finally 3-Isocyano-2,2-dimethyl-butane (1 mmol) is added. The reaction was stirred at room temperature for 48 h. After evaporation of the solvent the residue was purified with chromatographic methods. The reactants are N1C=NC2=C1C=CC(=C2)N (1H-Benzoimidazol-5-ylamine), ClC=1C(=C(C=O)C(=CC1)F)F (3-Chloro-2,6-difluorobenzaldehyde), solution, O([K])C#N (KOCN), Cl.N1=CC=CC=C1 (Pyridinehydrochloride), [N+](#[C-])C(C(C)(C)C)C (3-Isocyano-2,2-dimethyl-butane). Solvent: CO (methanol), CO (MeOH). The reactants are O (water), C(=O)[O-].[NH4+] (ammoniumformate), C(C1=CC=CC=C1)N1C=NC=C1CCCC(C1=CC=CC=C1)C1=CC=C(C=C1)F (1-benzyl-5-[4-(4-fluorophenyl)-4-phenylbutyl]-1H-imidazole), hydrochloride salt. Reagents/catalysts: [Pd] (Pd/C). Run in C(C)O (ethanol). Yields the product FC1=CC=C(C=C1)C(CCCC=1N=CNC1)C1=CC=CC=C1 (4-[4-(4-fluorophenyl)-4-phenylbutyl]-1H-imidazole). RXN SMILES: O.C([O-])=O.[NH4+].C([N:13]1[C:17]([CH2:18][CH2:19][CH2:20][CH:21]([C:28]2[CH:33]=[CH:32][C:31]([F:34])=[CH:30][CH:29]=2)[C:22]2[CH:27]=[CH:26][CH:25]=[CH:24][CH:23]=2)=[CH:16][N:15]=[CH:14]1)C1C=CC=CC=1>C(O)C.[Pd]>[F:34][C:31]1[CH:32]=[CH:33][C:28]([CH:21]([C:22]2[CH:23]=[CH:24][CH:25]=[CH:26][CH:27]=2)[CH2:20][CH2:19][CH2:18][C:17]2[N:13]=[CH:14][NH:15][CH:16]=2)=[CH:29][CH:30]=1 |f:1.2|. Reported procedure: A concentrated water solution of ammoniumformate (0,98 g, 15,6 mmol) is added dropwise to the boiling mixture of 1-benzyl-5-[4-(4-fluorophenyl)-4-phenylbutyl]-1H-imidazole (1,5 g, 3,9 mmol) and 10% Pd/C (0,156 g) in 16 ml of 50% ethanol. The mixture is refluxed for 2 hours. The catalyst is filtrated off and the solvent is evaporated. 2M NaOH is added and the product is extracted into ethyl acetate. The ethyl acetate phase is dried and evaporated to dryness to give the product. Yield 1,02 g. Melt... Reactants: CNC(OC1=CC=C(C=C1)[N+](=O)[O-])=O (4-nitrophenyl methylcarbamate), C(C)(C)N(C(C)C)CC (N,N-diisopropylethylamine), CC1=CC=C(C(=O)NN)C=C1 (4-methylbenzoic acid hydrazide). Run in ClCCl (dichloromethane). Run at time 8 hour. Yields the product CNC(=O)NNC(C1=CC=C(C=C1)C)=O (N-methyl-2-(4-methylbenzoyl)-hydrazinecarboxamide). RXN SMILES: [CH3:1][NH:2][C:3](=O)[O:4]C1C=CC([N+]([O-])=O)=CC=1.C(N(CC)C(C)C)(C)C.[CH3:24][C:25]1[CH:34]=[CH:33][C:28]([C:29]([NH:31][NH2:32])=[O:30])=[CH:27][CH:26]=1>ClCCl>[CH3:1][NH:2][C:3]([NH:32][NH:31][C:29](=[O:30])[C:28]1[CH:27]=[CH:26][C:25]([CH3:24])=[CH:34][CH:33]=1)=[O:4]. Reported procedure: 653 mg (3.33 mmol) of 4-nitrophenyl methylcarbamate and 473 mg (3.22 mmol) of N,N-diisopropylethylamine are added to 500 mg (3.33 mmol) of 4-methylbenzoic acid hydrazide in 15 ml dichloromethane and the mixture stirred overnight at room temperature. The precipitate formed is recovered by filtration, washed with diethyl ether and dried in vacuo. 602 mg (87% of theory) of the target compound are thus obtained. Reactants: ClC=1N=CC2=C(N1)N(C(=C2)C)C2CCCC2 (2-Chloro-7-cyclopentyl-6-methyl-7H-pyrrolo[2,3-d]pyrimidine), C(C)(=O)Cl (acetyl chloride), ClC=1N=CC2=C(N1)N(C=C2C(C)=O)C2CCCC2 (1-(2-Chloro-7-cyclopentyl-7H-pyrrolo[2,3-d]pyrimidin-5-yl)-ethanone). Product: ClC=1N=CC2=C(N1)N(C(=C2C(C)=O)C)C2CCCC2 (1-(2-Chloro-7-cyclopentyl-6-methyl-7H-pyrrolo[2,3-d]pyrimidin-5-yl)-ethanone). As a reaction SMILES: [Cl:1][C:2]1[N:3]=[CH:4][C:5]2[CH:10]=[C:9]([CH3:11])[N:8]([CH:12]3[CH2:16][CH2:15][CH2:14][CH2:13]3)[C:6]=2[N:7]=1.[C:17](Cl)(=[O:19])[CH3:18].ClC1N=CC2C(C(=O)C)=CN(C3CCCC3)C=2N=1>>[Cl:1][C:2]1[N:3]=[CH:4][C:5]2[C:10]([C:17](=[O:19])[CH3:18])=[C:9]([CH3:11])[N:8]([CH:12]3[CH2:13][CH2:14][CH2:15][CH2:16]3)[C:6]=2[N:7]=1. Procedure: 1-(2-Chloro-7-cyclopentyl-6-methyl-7H-pyrrolo[2,3-d]pyrimidin-5-yl)-ethanone is prepared from 2-Chloro-7-cyclopentyl-6-methyl-7H-pyrrolo[2,3-d]pyrimidine and acetyl chloride using a method similar to that for the preparation of 1-(2-Chloro-7-cyclopentyl-7H-pyrrolo[2,3-d]pyrimidin-5-yl)-ethanone given in Example 325. Reactants: CCCC(=O)Cl (n-Butyryl chloride), C1(=CC=CC=C1)C=1C=C2C(=NC1)NN=C2N (5-phenyl-1H-pyrazolo[3,4-b]pyridin-3-ylamine), Cl (HCl). Yields the product C1(=CC=CC=C1)C=1C=C2C(=NC1)NN=C2NC(CCC)=O (N-(5-Phenyl-1H-pyrazolo[3,4-b]pyridin-3-yl)butyramide). Run in N1=CC=CC=C1 (pyridine). Procedure details: n-Butyryl chloride (40 μl, 0.36 mmol) was added to a solution of 5-phenyl-1H-pyrazolo[3,4-b]pyridin-3-ylamine (Description 2; 100 mg, 0.47 mmol) in pyridine (0.5 ml). The reaction mixture was stirred at reflux for 16 hours, then allowed to cool. The solution was acidified to pH 1 with 5N HCl, and the resulting solids were filtered and dried. Crystallization from DMF/MeOH afforded the title compound as a solid. RXN SMILES: [CH3:1][CH2:2][CH2:3][C:4](Cl)=[O:5].[C:7]1([C:13]2[CH:14]=[C:15]3[C:21]([NH2:22])=[N:20][NH:19][C:16]3=[N:17][CH:18]=2)[CH:12]=[CH:11][CH:10]=[CH:9][CH:8]=1.Cl>N1C=CC=CC=1>[C:7]1([C:13]2[CH:14]=[C:15]3[C:21]([NH:22][C:4](=[O:5])[CH2:3][CH2:2][CH3:1])=[N:20][NH:19][C:16]3=[N:17][CH:18]=2)[CH:8]=[CH:9][CH:10]=[CH:11][CH:12]=1. Starting materials: COC(=O)c1ccc(C=CC(=O)c2cccnc2Nc2ccccc2)c(F)c1, CO, CCOC(C)=O, [H][H], O=[Pt]=O. Reaction SMILES: [CH3:1][O:2][C:3]([c:4]1[cH:5][c:6]([F:27])[c:7]([CH:10]=[CH:11][C:12]([c:13]2[c:14]([NH:19][c:20]3[cH:21][cH:22][cH:23][cH:24][cH:25]3)[n:15][cH:16][cH:17][cH:18]2)=[O:26])[cH:8][cH:9]1)=[O:28].[CH3:31][OH:32].[CH3:33][CH2:34][O:35][C:36](=[O:37])[CH3:38].[H:29][H:30].[Pt:39](=[O:40])=[O:41]>>[CH3:1][O:2][C:3]([c:4]1[cH:5][c:6]([F:27])[c:7]([CH2:10][CH2:11][C:12]([c:13]2[c:14]([NH:19][c:20]3[cH:21][cH:22][cH:23][cH:24][cH:25]3)[n:15][cH:16][cH:17][cH:18]2)=[O:26])[cH:8][cH:9]1)=[O:28]. The product is COC(=O)c1ccc(CCC(=O)c2cccnc2Nc2ccccc2)c(F)c1. The reactants are C(#N)C=1SC2=C(N1)C=CC(=C2C#N)/N=C/N(C)C ((E)-N′-(2,7-dicyanobenzo[d]thiazol-6-yl)-N,N-dimethylformimidamide), NC=1C=CC2=C(N=CN2)C1 (6-aminobenzimidazole), [K+].[Br-] (KBr). The solvent is C(Cl)Cl.CO (DCM MeOH). Product: N1C=NC2=C1C=C(C=C2)NC2=NC=NC1=CC=C3C(=C21)SC(=N3)C#N (9-(1H-Benzo[d]imidazol-6-ylamino)thiazolo[5,4-f]quinazoline-2-carbonitrile). Isolated yield 98.0%. RXN SMILES: [C:1]([C:3]1[S:4][C:5]2[C:11]([C:12]#[N:13])=[C:10](/[N:14]=[CH:15]/[N:16](C)C)[CH:9]=[CH:8][C:6]=2[N:7]=1)#[N:2].N[C:20]1[CH:21]=[CH:22][C:23]2[NH:27][CH:26]=[N:25][C:24]=2[CH:28]=1.[K+].[Br-]>C(Cl)Cl.CO>[NH:25]1[C:24]2[CH:28]=[C:20]([NH:13][C:12]3[C:11]4[C:10](=[CH:9][CH:8]=[C:6]5[N:7]=[C:3]([C:1]#[N:2])[S:4][C:5]5=4)[N:14]=[CH:15][N:16]=3)[CH:21]=[CH:22][C:23]=2[N:27]=[CH:26]1 |f:2.3,4.5|. Reported procedure: Prepared from VII and 6-aminobenzimidazole. Flash chromatography eluent (DCM-MeOH 8:2). Yield: 98%; yellow solid; mp>260° C.; IR (KBr) νmax/cm−1 3084, 2226, 1615, 1557, 1464, 1376, 1347, 1248, 1147, 967, 939, 809; 1H NMR (300 MHz, DMSO-d6) δ 8.48 (d, 1H, J=8.7 Hz), 8.15-8.10 (m, 2H), 8.02 (m, 1H), 7.75 (d, 1H, J=8.7 Hz), 7.56 (m, 1H), 7.04 (m, 1H); HRMS calcd for C17H10N7S (M+H+): 344.0718, found 344.0705. The yield is 99.0%. Procedure: To a solution of 7-hydroxy-3-(4-hydroxyphenyl)-3-methylthiochroman-4-one (1.92 g, 6.7 mmol) in dry acetone (200 ml) were added potassium carbonate (8.34 g, 60.42 mmol) and methoxymethyl chloride (3.04 ml, 40.28 mmol), which was then heated for 8 hours. Water was added thereto, and the resulting solution was extracted with ethyl acetate. Then, the organic layer was washed with water and saturated sodium chloride solution, dried over anhydrous magnesium sulfate, and concentrated under reduced pres... Reactants: OC1=CC=C2C(C(CSC2=C1)(C)C1=CC=C(C=C1)O)=O (7-hydroxy-3-(4-hydroxyphenyl)-3-methylthiochroman-4-one), C([O-])([O-])=O.[K+].[K+] (potassium carbonate), COCCl (methoxymethyl chloride), CC(=O)C (acetone), O (Water). Product: COCOC1=CC=C2C(C(CSC2=C1)(C)C1=CC=C(C=C1)OCOC)=O (7-methoxymethoxy-3-(4-methoxymethoxyphenyl)-3-methylthiochroman-4-one). RXN SMILES: [OH:1][C:2]1[CH:11]=[C:10]2[C:5]([C:6](=[O:20])[C:7]([C:13]3[CH:18]=[CH:17][C:16]([OH:19])=[CH:15][CH:14]=3)([CH3:12])[CH2:8][S:9]2)=[CH:4][CH:3]=1.[C:21](=[O:24])([O-])[O-].[K+].[K+].[CH3:27][O:28][CH2:29]Cl.O.[CH3:32]C(C)=O>>[CH3:27][O:28][CH2:29][O:1][C:2]1[CH:11]=[C:10]2[C:5]([C:6](=[O:20])[C:7]([C:13]3[CH:18]=[CH:17][C:16]([O:19][CH2:32][O:24][CH3:21])=[CH:15][CH:14]=3)([CH3:12])[CH2:8][S:9]2)=[CH:4][CH:3]=1 |f:1.2.3|.